Dataset: the Open Reaction Database (ORD), a public repository of structured organic reaction records. Task: describe an organic reaction: reactants, conditions, products, and yield The reactants are COC(CC1=CC=C(C=C1)Cl)=O (4-chlorophenylacetic acid methyl ester), [H-].[Na+] (NaH), COC(OC)=O (dimethylcarbonate), Cl (HCl), 290C. The solvent is C1CCOC1 (THF), C1CCOC1 (THF), C1CCOC1 (THF), C1CCOC1 (THF). Run at time 40 minute. The product is COC(C(C(=O)OC)C1=CC=C(C=C1)Cl)=O (2-(4-chloro-phenyl)-malonic acid dimethyl ester). RXN SMILES: [CH3:1][O:2][C:3](=[O:12])[CH2:4][C:5]1[CH:10]=[CH:9][C:8]([Cl:11])=[CH:7][CH:6]=1.[H-].[Na+].[CH3:15][O:16][C:17](=O)[O:18]C.Cl>C1COCC1>[CH3:1][O:2][C:3](=[O:12])[CH:4]([C:5]1[CH:10]=[CH:9][C:8]([Cl:11])=[CH:7][CH:6]=1)[C:17]([O:16][CH3:15])=[O:18] |f:1.2|. Procedure details: At 35° C. a solution of 4-chlorophenylacetic acid methyl ester (52 g) in THF (170 ml) was carefully added over a period of 70 min to a suspension of NaH (15.6 g) in dry THF (550 ml). Stirring was continued for 40 min without heating and the temperature dropped to 290C. The evolution of gas had stopped before dimethylcarbonate (94.8 ml) was added dropwise while the temperature of the mixture was maintained at 25–28° C. After the evolution of gas had ceased, the mixture was diluted with THF (200 m... The reactants are CC(=O)N1CCc2sc(C)c(CCCl)c2C1, Cl, Fc1ccc2c(C3CCNCC3)noc2c1. Yields the product CC(=O)N1CCc2sc(C)c(CCN3CCC(c4noc5cc(F)ccc45)CC3)c2C1. Reaction SMILES: [C:1]([CH3:2])(=[O:3])[N:4]1[CH2:5][c:6]2[c:7]([s:10][c:11]([CH3:16])[c:12]2[CH2:13][CH2:14][Cl:15])[CH2:8][CH2:9]1.[ClH:17].[F:18][c:19]1[cH:20][c:21]2[c:22]([c:23]([CH:26]3[CH2:27][CH2:28][NH:29][CH2:30][CH2:31]3)[n:24][o:25]2)[cH:32][cH:33]1>>[C:1]([CH3:2])(=[O:3])[N:4]1[CH2:5][c:6]2[c:7]([s:10][c:11]([CH3:16])[c:12]2[CH2:13][CH2:14][N:29]2[CH2:28][CH2:27][CH:26]([c:23]3[c:22]4[c:21]([cH:20][c:19]([F:18])[cH:33][cH:32]4)[o:25][n:24]3)[CH2:31][CH2:30]2)[CH2:8][CH2:9]1. Starting materials: C(C)#N (Acetonitrile), C(C)(C)[N-]C(C)C.[Li+] (lithium diisopropylamide), COC1=CC=C(C(=O)C2=CC=C(C=C2)OC)C=C1 (4,4'-dimethoxybenzophenone). The solvent is C1CCOC1 (THF). Conditions: temperature -78 celsius. Product: OC(CC#N)(C1=CC=C(C=C1)OC)C1=CC=C(C=C1)OC (3-hydroxy-3,3-di(4-methoxyphenyl)propanenitrile). Yield: 74.4%. Reaction SMILES: [C:1](#[N:3])[CH3:2].C([N-]C(C)C)(C)C.[Li+].[CH3:12][O:13][C:14]1[CH:29]=[CH:28][C:17]([C:18]([C:20]2[CH:25]=[CH:24][C:23]([O:26][CH3:27])=[CH:22][CH:21]=2)=[O:19])=[CH:16][CH:15]=1>C1COCC1>[OH:19][C:18]([C:17]1[CH:28]=[CH:29][C:14]([O:13][CH3:12])=[CH:15][CH:16]=1)([C:20]1[CH:21]=[CH:22][C:23]([O:26][CH3:27])=[CH:24][CH:25]=1)[CH2:2][C:1]#[N:3] |f:1.2|. Procedure details: Acetonitrile (3.2 ml, 0.058 mol) was added dropwise to a solution of lithium diisopropylamide (1.5 M in THF, 36.7 ml, 0.055 mol) stirred at -78° C. under argon. After 5 min. a solution of 4,4'-dimethoxybenzophenone (10.0 g, 0.048 mol) in dry THF (130 ml) was added slowly. The mixture was allowed to warm up to -35° C. and after 20 min. was quenched by the cautious dropwise addition of a solution of acetic acid (3.0 g) in water (6 ml) . Brine (50 ml) was added, the organic layer separated washed w... Starting materials: [NH4+].[OH-] (NH4OH), N[C@@H](CCCNC(=O)OCC1=CC=CC=C1)C(=O)OC.Cl (H-Orn(Z)—OMe.HCl), N([C@@H](CCCNC(=O)OCC1=CC=CC=C1)C(=O)OC)C(=O)OCC(Cl)(Cl)Cl (Troc-Orn(Z)—OMe). Run in CCOC(=O)C (EtOAc). Product: N[C@@H](CCCNC(=O)OCC1=CC=CC=C1)C(=O)OC.Cl (H-Orn(Z)—OMe.HCl), N[C@@H](CCCNC(=O)OCC1=CC=CC=C1)C(=O)OC (H-Orn(Z)—OMe). Reaction SMILES: [NH:1](C(OCC(Cl)(Cl)[Cl:26])=O)[C@H:2]([C:17]([O:19][CH3:20])=[O:18])[CH2:3][CH2:4][CH2:5][NH:6][C:7]([O:9][CH2:10][C:11]1[CH:16]=[CH:15][CH:14]=[CH:13][CH:12]=1)=[O:8].[NH4+].[OH-].[NH2:31][C@H:32]([C:47]([O:49][CH3:50])=[O:48])[CH2:33][CH2:34][CH2:35][NH:36][C:37]([O:39][CH2:40][C:41]1[CH:46]=[CH:45][CH:44]=[CH:43][CH:42]=1)=[O:38].Cl>CCOC(C)=O>[NH2:1][C@H:2]([C:17]([O:19][CH3:20])=[O:18])[CH2:3][CH2:4][CH2:5][NH:6][C:7]([O:9][CH2:10][C:11]1[CH:16]=[CH:15][CH:14]=[CH:13][CH:12]=1)=[O:8].[ClH:26].[NH2:31][C@H:32]([C:47]([O:49][CH3:50])=[O:48])[CH2:33][CH2:34][CH2:35][NH:36][C:37]([O:39][CH2:40][C:41]1[CH:46]=[CH:45][CH:44]=[CH:43][CH:42]=1)=[O:38] |f:1.2,3.4,6.7|. Procedure: Alkylated Troc-Orn(Z)—OMe (xlv). To a biphasic mixture of EtOAc (20 mL) and sat. NH4OH (20 mL) was added solid H-Orn(Z)—OMe.HCl (184 mg, 0.582 mmol). The mixture was shaken in a separatory funnel until the solid dissolved. The organic layer was separated, dried over MgSO4, filtered and concentrated under reduced pressure to afford the free amine of H-Orn(Z)—OMe. To a solution of this amine (142 mg, 0.507 mmol) in anhydrous CH2Cl2 (5 mL) were added 4 Å molecular sieves. To this suspension was add... Reactants: O.[OH-].[Li+] (lithium hydroxide monohydrate), C1(=CC=CC=C1)[C@@H]1[C@H](C(=O)OC)O1 (methyl (2R,3R)-3-phenyl-2,3-epoxypropionate). Run in O (water), CO (methanol). Conditions: time 1 hour. The product is C1(=CC=CC=C1)[C@@H]1[C@H](C(=O)O)O1 ((2R,3R)-3-phenyl-2,3-epoxypropionic acid). The yield is 80.5%. As a reaction SMILES: O.[OH-].[Li+].[C:4]1([C@H:10]2[O:16][C@H:11]2[C:12]([O:14]C)=[O:13])[CH:9]=[CH:8][CH:7]=[CH:6][CH:5]=1>O.CO>[C:4]1([C@H:10]2[O:16][C@H:11]2[C:12]([OH:14])=[O:13])[CH:5]=[CH:6][CH:7]=[CH:8][CH:9]=1 |f:0.1.2|. Procedure: Under ice cooling, a solution of 0.504 g of lithium hydroxide monohydrate dissolved in 25 ml of water was added dropwise to a solution of 1.78 g of methyl (2R,3R)-3-phenyl-2,3-epoxypropionate dissolved in 50 ml of methanol. The mixture was allowed to room temperature and stirred for 1 hour at the same temperature. Methanol was removed from the reaction mixture, and the pH of the residue was adjusted to 3 to 4 by adding a 5% aqueous citric acid solution thereto under ice cooling, and then extract... Starting materials: O (water), N1C=CC2=CC=CC=C12 (indole), C(\C=C\C1=CC=CC=C1)(=O)OC (methyl trans-cinnamate), [H-].[Na+] (NaH). Run in CN(C)C=O (DMF). Run at time 6 hour. Product: COC(CC(C1=CC=CC=C1)N1C=CC2=CC=CC=C12)=O (3-indol-1-yl-3-phenyl-propionic acid methyl ester). The yield is 21.6%. RXN SMILES: [NH:1]1[C:9]2[C:4](=[CH:5][CH:6]=[CH:7][CH:8]=2)[CH:3]=[CH:2]1.[C:10]([O:20][CH3:21])(=[O:19])/[CH:11]=[CH:12]/[C:13]1[CH:18]=[CH:17][CH:16]=[CH:15][CH:14]=1.[H-].[Na+].O>CN(C=O)C>[CH3:21][O:20][C:10](=[O:19])[CH2:11][CH:12]([N:1]1[C:9]2[C:4](=[CH:5][CH:6]=[CH:7][CH:8]=2)[CH:3]=[CH:2]1)[C:13]1[CH:14]=[CH:15][CH:16]=[CH:17][CH:18]=1 |f:2.3|. Procedure details: To a solution of indole (2.88 g, 25 mmol) and methyl trans-cinnamate (3.98 g, 25 mmol) in anhydrous DMF (50 mL) was added a suspension of 60% NaH (0.29 g, 7 mmol) at room temperature. The reaction mixture was allowed to stir for 6 hours at room temperature. The reaction mixture was poured into water (300 mL) and product was extracted with EtOAc (2×200 mL). The combined organic extracts were washed with water (5×200 ml), dried over Na2SO4 and evaporated under vacuum. Purification by chromatograph... Reactants: IC=1C=C(C(=CC1)NC)N (4-iodo-N1-methyl-benzene-1,2-diamine), ClC=1C(=NC=CC1)C(=O)O (3-chloro-pyridin-2-carboxylic acid), CCN=C=NCCCN(C)C (WSC), C=1C=CC2=C(C1)N=NN2O (HOBt). Run in N1=CC=CC=C1 (pyridine), O (water). Reaction conditions: temperature 100 celsius, time 12 hour. Yields the product ClC=1C(=NC=CC1)C1=NC2=C(N1C)C=CC(=C2)I (2-(3-chloro-pyridin-2-yl)-5-iodo-1-methyl-1H-benzimidazole). Isolated yield 73.4%. As a reaction SMILES: [I:1][C:2]1[CH:3]=[C:4]([NH2:10])[C:5]([NH:8][CH3:9])=[CH:6][CH:7]=1.[Cl:11][C:12]1[C:13]([C:18](O)=O)=[N:14][CH:15]=[CH:16][CH:17]=1.CCN=C=NCCCN(C)C.C1C=CC2N(O)N=NC=2C=1>O.N1C=CC=CC=1>[Cl:11][C:12]1[C:13]([C:18]2[N:8]([CH3:9])[C:5]3[CH:6]=[CH:7][C:2]([I:1])=[CH:3][C:4]=3[N:10]=2)=[N:14][CH:15]=[CH:16][CH:17]=1. Reported procedure: A mixture of 4-iodo-N1-methyl-benzene-1,2-diamine (850 mg), 3-chloro-pyridin-2-carboxylic acid (590 mg), WSC (790 mg), HOBt (46 mg), and pyridine (10 ml) was stirred at 100° C. for 12 hours. To the reaction mixture was added water, and the mixture was extracted with ethyl acetate. The organic layer was dried over sodium sulfate, and concentrated under reduced pressure. The residue was subjected to silica gel column chromatography to give 2-(3-chloro-pyridin-2-yl)-5-iodo-1-methyl-1H-benzimidazole... The reactants are BrC1=CC=C2CCN=C(C2=C1)C (7-bromo-1-methyl-3,4-dihydro-isoquinoline), C(C)(=O)O[BH-](OC(C)=O)OC(C)=O.[Na+] (sodium triacetoxyborohydride). Product: BrC1=CC=C2CCNC(C2=C1)C (7-Bromo-1-methyl-1,2,3,4-tetrahydro-isoquinoline). RXN SMILES: [Br:1][C:2]1[CH:11]=[C:10]2[C:5]([CH2:6][CH2:7][N:8]=[C:9]2[CH3:12])=[CH:4][CH:3]=1.C(O[BH-](OC(=O)C)OC(=O)C)(=O)C.[Na+]>>[Br:1][C:2]1[CH:11]=[C:10]2[C:5]([CH2:6][CH2:7][NH:8][CH:9]2[CH3:12])=[CH:4][CH:3]=1 |f:1.2|. Procedure details: In close analogy to the procedure described above, 7-bromo-1-methyl-3,4-dihydro-isoquinoline is reacted with sodium triacetoxyborohydride to provide the title compound. The reactants are CCOC(C)=O, CCCCCCCCI, [K+], [K+], O=C([O-])[O-], CN(C)C=O, Cc1c(CO)c(C)c(NC(=O)C(C)(C)C)c2c1CCN2. The product is CCCCCCCCN1CCc2c(C)c(CO)c(C)c(NC(=O)C(C)(C)C)c21. As a reaction SMILES: [CH3:36][CH2:37][O:38][C:39]([CH3:40])=[O:41].[I:21][CH2:22][CH2:23][CH2:24][CH2:25][CH2:26][CH2:27][CH2:28][CH3:29].[K+:30].[K+:31].[O-:32][C:33]([O-:34])=[O:35].[O:42]=[CH:43][N:44]([CH3:45])[CH3:46].[OH:1][CH2:2][c:3]1[c:4]([CH3:20])[c:5]2[c:9]([c:10]([NH:13][C:14]([C:15]([CH3:16])([CH3:17])[CH3:18])=[O:19])[c:11]1[CH3:12])[NH:8][CH2:7][CH2:6]2>>[OH:1][CH2:2][c:3]1[c:4]([CH3:20])[c:5]2[c:9]([c:10]([NH:13][C:14]([C:15]([CH3:16])([CH3:17])[CH3:18])=[O:19])[c:11]1[CH3:12])[N:8]([CH2:22][CH2:23][CH2:24][CH2:25][CH2:26][CH2:27][CH2:28][CH3:29])[CH2:7][CH2:6]2. Starting materials: C(C)(C)(C)C=1C=C(C(=C(C1)CSC)OC)[N+](=O)[O-] (5-tert-butyl-2-methoxy-1-methylsulphanylmethyl-3-nitro-benzene), O.O.[Sn](Cl)Cl (tin dichloride dihydrate). Run in C(C)O (ethanol). Yields the product C(C)(C)(C)C=1C=C(C(=C(N)C1)OC)CSC (5-tert-butyl-2-methoxy-3-methylsulphanylmethyl-aniline). RXN SMILES: [C:1]([C:5]1[CH:6]=[C:7]([N+:16]([O-])=O)[C:8]([O:14][CH3:15])=[C:9]([CH2:11][S:12][CH3:13])[CH:10]=1)([CH3:4])([CH3:3])[CH3:2].O.O.[Sn](Cl)Cl>C(O)C>[C:1]([C:5]1[CH:10]=[C:9]([CH2:11][S:12][CH3:13])[C:8]([O:14][CH3:15])=[C:7]([CH:6]=1)[NH2:16])([CH3:4])([CH3:2])[CH3:3] |f:1.2.3|. Procedure: A mixture of 1.00 g 5-tert-butyl-2-methoxy-1-methylsulphanylmethyl-3-nitro-benzene, 4.20 g tin dichloride dihydrate and 15 ml of ethanol is refluxed for 2 h. Then the solvent is removed, and water and dichloromethane are added to the residue. The mixture is filtered through Celite, and the aqueous part of the filtrate is separated off and extracted twice with dichloromethane. The combined organic phases are dried (Na2SO4), and the solvent is removed. The residue is chromatographed on aluminium o...